This data is from the Open Reaction Database (ORD), a public repository of structured organic reaction records. The task is: describe an organic reaction: reactants, conditions, products, and yield Starting materials: ClC1=C2C=CC=NC2=CC(=C1)[N+](=O)[O-] (5-Chloro-7-nitroquinoline), O.O.[Sn](Cl)Cl (tin dichloride dihydrate), Cl (hydrochloric acid). Run in C(C)O (ethanol). Yields the product NC1=CC(=C2C=CC=NC2=C1)Cl (7-Amino-5-chloroquinoline). Yield: 42.0%. RXN SMILES: [Cl:1][C:2]1[CH:11]=[C:10]([N+:12]([O-])=O)[CH:9]=[C:8]2[C:3]=1[CH:4]=[CH:5][CH:6]=[N:7]2.O.O.[Sn](Cl)Cl.Cl>C(O)C>[NH2:12][C:10]1[CH:9]=[C:8]2[C:3]([CH:4]=[CH:5][CH:6]=[N:7]2)=[C:2]([Cl:1])[CH:11]=1 |f:1.2.3|. Procedure: 5-Chloro-7-nitroquinoline (D82) (50 mg, 0.24 mmol) was treated with tin dichloride dihydrate (216 mg, 0.96 mmol) and conc. hydrochloric acid (2 ml) in ethanol (5 ml) at 70° C. for 4 h. After cooling to room temperature and the ethanol removed in vacuo then the residue was dissolved in water and neutralised with potassium carbonate. This was then extracted with EtOAc which was dried over MgSO4 and concentrated in vacuo to give the title compound as a brown solid (18 mg). 1H NMR (400 MHz, CDCl3) δ... The reactants are CN(C)CC1CCCCN1, CC(C)OC(C)C, O=C1Nc2ccccc2N(C(=O)CCl)c2ccccc21. The product is CN(C)CC1CCCCN1CC(=O)N1c2ccccc2NC(=O)c2ccccc21. As a reaction SMILES: [CH3:21][N:22]([CH3:23])[CH2:24][CH:25]1[NH:26][CH2:27][CH2:28][CH2:29][CH2:30]1.[CH:31]([O:32][CH:33]([CH3:34])[CH3:35])([CH3:36])[CH3:37].[Cl:1][CH2:2][C:3](=[O:4])[N:5]1[c:6]2[c:7]([cH:17][cH:18][cH:19][cH:20]2)[NH:8][C:9](=[O:16])[c:10]2[c:11]1[cH:12][cH:13][cH:14][cH:15]2>>[CH2:2]([C:3](=[O:4])[N:5]1[c:6]2[c:7]([cH:17][cH:18][cH:19][cH:20]2)[NH:8][C:9](=[O:16])[c:10]2[c:11]1[cH:12][cH:13][cH:14][cH:15]2)[N:26]1[CH:25]([CH2:24][N:22]([CH3:21])[CH3:23])[CH2:30][CH2:29][CH2:28][CH2:27]1. The reactants are CCCCCCc1csc2c(CCCCCC)c(C(=O)O)sc12, [Cu], c1ccc2ncccc2c1. Yields the product CCCCCCc1csc2c(CCCCCC)csc12. As a reaction SMILES: [CH2:1]([CH2:2][CH2:3][CH2:4][CH2:5][CH3:6])[c:7]1[c:8]2[c:9]([s:10][c:11]1[C:12]([OH:13])=[O:14])[c:15]([CH2:18][CH2:19][CH2:20][CH2:21][CH2:22][CH3:23])[cH:16][s:17]2.[Cu:24].[cH:25]1[cH:26][c:27]2[c:28]([n:29][cH:30][cH:31][cH:32]2)[cH:33][cH:34]1>>[CH2:1]([CH2:2][CH2:3][CH2:4][CH2:5][CH3:6])[c:7]1[c:8]2[c:9]([s:10][cH:11]1)[c:15]([CH2:18][CH2:19][CH2:20][CH2:21][CH2:22][CH3:23])[cH:16][s:17]2.